Dataset: the Open Reaction Database (ORD), a public repository of structured organic reaction records. Task: describe an organic reaction: reactants, conditions, products, and yield Starting materials: [OH-].[Na+] (NaOH), C(C)(C)(C)OC(N(C1CC1)CC1=CC(=C(C=C1)Cl)C(O[SiH2]C(C)(C)C)(C)C)=O ([3-(tert-butyl-dimethyl-silanyloxymethyl)-4-chloro-benzyl]-cyclopropyl-carbamic acid tert-butyl ester). Run in CO (MeOH). Yields the product C(C)(C)(C)OC(N(C1CC1)CC1=CC(=C(C=C1)Cl)CO)=O ((4-Chloro-3-hydroxymethyl-benzyl)-cyclopropyl-carbamic acid tert-butyl ester). Yield: 107.6%. Reaction SMILES: [OH-].[Na+].[C:3]([O:7][C:8](=[O:30])[N:9]([CH2:13][C:14]1[CH:19]=[CH:18][C:17]([Cl:20])=[C:16]([C:21](C)(C)[O:22][SiH2]C(C)(C)C)[CH:15]=1)[CH:10]1[CH2:12][CH2:11]1)([CH3:6])([CH3:5])[CH3:4]>CO>[C:3]([O:7][C:8](=[O:30])[N:9]([CH2:13][C:14]1[CH:19]=[CH:18][C:17]([Cl:20])=[C:16]([CH2:21][OH:22])[CH:15]=1)[CH:10]1[CH2:12][CH2:11]1)([CH3:6])([CH3:4])[CH3:5] |f:0.1|. Reported procedure: Aq. 1M NaOH (16 mL) was added to a sol. of [3-(tert-butyl-dimethyl-silanyloxymethyl)-4-chloro-benzyl]-cyclopropyl-carbamic acid tert-butyl ester (700 mg, 1.64 mmol) in MeOH (32 mL). The mixture was heated to reflux for 2 h, and was allowed to cool to rt. The solvents were partially removed under reduced pressure, and the resulting aq. layer was diluted with water (100 mL). The mixture was extracted with Et2O (3×). The combined org. layers were dried over MgSO4, filtered, and the solvents were re... Isolated yield 85.0%. The reactants are C(C)(C)[Si](O[C@H]1C(N[C@H]1C1=CC=CC=C1)=O)(C(C)C)C(C)C ((3R,4S)-3-Triisopropylsilyloxy-4-phenyl-2-azetidinone), Rh—C, [H][H] (hydrogen). Yields the product C1(CCCCC1)[C@H]1[C@H](C(N1)=O)O ((3R,4S)-4-cyclohexyl-3-hydroxy-2-azetidinone). Procedure details: A suspension of 500 mg (3.06 mmol) of 4-phenyl-3-hydroxy-2-azetidinone 1a and 15 mg of Rh—C in 10 mL of methanol was heated at 90° C. under 800 psi in an autoclave. After 5 days, the hydrogen pressure was released and the catalyst filtrated on celite. Evaporation of the solvent afforded a solid which was recrystallized in ethyl acetate to give 440 mg (85%) of 3e as a white solid: White solid; mp 140-140.5° C.; [α]D20+65.1° (c 0.66, CH3OH); 1H NMR (250 MHz, MeOH-d4) δ 0.75-1.10 (m, 2H), 1.12-1.35... RXN SMILES: C([Si](C(C)C)(C(C)C)[O:5][C@@H:6]1[C@H:9]([C:10]2[CH:15]=[CH:14][CH:13]=[CH:12][CH:11]=2)[NH:8][C:7]1=[O:16])(C)C.[H][H]>CO>[CH:10]1([C@@H:9]2[NH:8][C:7](=[O:16])[C@@H:6]2[OH:5])[CH2:11][CH2:12][CH2:13][CH2:14][CH2:15]1. Reaction conditions: temperature 90 celsius, time 5 day. The solvent is CO (methanol). The reactants are COC1=CC2=CC=CC=C2C=C1 (2-methoxynaphthalene), C(=O)(O)C1=C(C=CC=C1)OC (1-carboxy-2-methoxybenzene). Product: OC1=C(C(=O)O)C=CC=C1 (2-hydroxybenzoic acid). The yield is 89.9%. RXN SMILES: COC1C=CC2C(=CC=CC=2)C=1.[C:13]([C:16]1[CH:21]=[CH:20][CH:19]=[CH:18][C:17]=1[O:22]C)([OH:15])=[O:14]>>[OH:22][C:17]1[CH:18]=[CH:19][CH:20]=[CH:21][C:16]=1[C:13]([OH:15])=[O:14]. Reported procedure: The method described in Example 4 is applied with the alteration that instead of 2-methoxynaphthalene 3.04 g (20 mmol) of 1-carboxy-2-methoxybenzene is used yielding 2.48 g (89.9%) of 2-hydroxybenzoic acid. Starting materials: COC(CC=1N(N=C(C1)C)CC)=O ((2-Ethyl-5-methyl-2H-pyrazol-3-yl)-acetic acid methyl ester), CO (methanol), N (ammonia). Conditions: time 20 hour. Yields the product C(C)N1N=C(C=C1CC(=O)N)C (2-(2-ethyl-5-methyl-2H-pyrazol-3-yl)-acetamide). RXN SMILES: C[O:2][C:3](=O)[CH2:4][C:5]1[N:6]([CH2:11][CH3:12])[N:7]=[C:8]([CH3:10])[CH:9]=1.CO.[NH3:16]>>[CH2:11]([N:6]1[C:5]([CH2:4][C:3]([NH2:16])=[O:2])=[CH:9][C:8]([CH3:10])=[N:7]1)[CH3:12]. Procedure details: (2-Ethyl-5-methyl-2H-pyrazol-3-yl)-acetic acid methyl ester (4.64 g, 25.46 mmol) was dissolved in 7N ammonia in methanol (100 ml, 700 mmol NH3). The reaction mixture was stirred at rt for 20 h. The solvent was removed under reduced pressure to give 4.25 g (quant. yield) of 2-(2-ethyl-5-methyl-2H-pyrazol-3-yl)-acetamide. LC-MS: tR=0.33 min; [M+H]+=no ionisation. Reactants: C(C1=CC=CC=C1)Br (benzyl bromide), CS(=O)C (dimethyl sulfoxide), [OH-] (hydroxide), four, above polymer. Solvent: CO (methanol), CO (methanol). Product: benzyl ester, C=CC1=CC=CC=C1.C(C(=C)C)(=O)O (styrene methacrylic acid). Isolated yield 50.0%. As a reaction SMILES: [OH-:1].[CH2:2](Br)[C:3]1[CH:8]=[CH:7][CH:6]=[CH:5][CH:4]=1.[CH3:10]S(C)=[O:12]>CO>[CH2:10]=[CH:2][C:3]1[CH:8]=[CH:7][CH:6]=[CH:5][CH:4]=1.[C:2]([OH:12])(=[O:1])[C:3]([CH3:8])=[CH2:4] |f:4.5|. Procedure: Then, into a 500 ml four necked flask, 30.0 g of the above polymer and 50 ml of methanol were added and dissolved, and then 4.2 of potassim hydroxide was added, stirred and dissolved. Then, 16.2 g of benzyl bromide and 100 ml of dimethyl sulfoxide were added thereto, and the mixture was stirred at 80° C. for 2 hours. The reaction solution was dropwise added to a methanol/1.5% hydrochloric acid aqueous solution (volume ratio of 1/1). A white powder was recovered and vacuum-dried to obtain a parti... Reactants: O=C(O)C(CC1CCCCC1)N1C(=O)NC(CC2CCCCC2)C1=O, CCOC(=O)C(=O)c1csc(N)n1. The product is CCOC(=O)C(=O)c1csc(NC(=O)C(CC2CCCCC2)N2C(=O)NC(CC3CCCCC3)C2=O)n1. As a reaction SMILES: [CH:14]1([CH2:20][CH:21]([C:22](=[O:23])[OH:24])[N:25]2[C:26](=[O:38])[NH:27][CH:28]([CH2:31][CH:32]3[CH2:33][CH2:34][CH2:35][CH2:36][CH2:37]3)[C:29]2=[O:30])[CH2:15][CH2:16][CH2:17][CH2:18][CH2:19]1.[NH2:1][c:2]1[s:3][cH:4][c:5]([C:7]([C:8](=[O:9])[O:10][CH2:11][CH3:12])=[O:13])[n:6]1>>[NH:1]([c:2]1[s:3][cH:4][c:5]([C:7]([C:8](=[O:9])[O:10][CH2:11][CH3:12])=[O:13])[n:6]1)[C:22]([CH:21]([CH2:20][CH:14]1[CH2:15][CH2:16][CH2:17][CH2:18][CH2:19]1)[N:25]1[C:26](=[O:38])[NH:27][CH:28]([CH2:31][CH:32]2[CH2:33][CH2:34][CH2:35][CH2:36][CH2:37]2)[C:29]1=[O:30])=[O:23]. The reactants are [Al+3], Cc1ccc2c(c1)C(C)(C)C(CCl)CC2(C)C, Cl, [H-], [H-], [H-], [H-], [Li+], [LiH], C1CCOC1. Product: Cc1ccc2c(c1)C(C)(C)C(C)CC2(C)C. RXN SMILES: [Al+3:4].[Cl:8][CH2:9][CH:10]1[CH2:11][C:12]([CH3:23])([CH3:24])[c:13]2[cH:14][cH:15][c:16]([CH3:22])[cH:17][c:18]2[C:19]1([CH3:20])[CH3:21].[ClH:25].[H-:2].[H-:5].[H-:6].[H-:7].[Li+:3].[LiH:1].[O:26]1[CH2:27][CH2:28][CH2:29][CH2:30]1>>[CH3:9][CH:10]1[CH2:11][C:12]([CH3:23])([CH3:24])[c:13]2[cH:14][cH:15][c:16]([CH3:22])[cH:17][c:18]2[C:19]1([CH3:20])[CH3:21].